Dataset: the Open Reaction Database (ORD), a public repository of structured organic reaction records. Task: describe an organic reaction: reactants, conditions, products, and yield The reactants are CC(C)(C)[Si](C)(C)OCC1CC(c2ccc([Sn](C)(C)C)cc2)=NO1, C1COCCO1, O=C(C=Cc1ccccc1)C=Cc1ccccc1, O=C(C=Cc1ccccc1)C=Cc1ccccc1, O=C(C=Cc1ccccc1)C=Cc1ccccc1, Cc1cn(CC2CN(c3ccc(I)cc3)C(=O)O2)nn1, [Pd], c1coc(P(c2ccco2)c2ccco2)c1. Product: Cc1cn(CC2CN(c3ccc(-c4ccc(C5=NOC(CO[Si](C)(C)C(C)(C)C)C5)cc4)cc3)C(=O)O2)nn1. Reaction SMILES: [C:1]([CH3:2])([CH3:3])([CH3:4])[Si:5]([O:6][CH2:7][CH:8]1[CH2:9][C:10]([c:13]2[cH:14][cH:15][c:16]([Sn:19]([CH3:20])([CH3:21])[CH3:22])[cH:17][cH:18]2)=[N:11][O:12]1)([CH3:23])[CH3:24].[CH2:61]1[O:62][CH2:63][CH2:64][O:65][CH2:66]1.[CH:104](=[CH:105][C:106]([CH:107]=[CH:108][c:109]1[cH:110][cH:111][cH:112][cH:113][cH:114]1)=[O:115])[c:116]1[cH:117][cH:118][cH:119][cH:120][cH:121]1.[CH:68](=[CH:69][C:70]([CH:71]=[CH:72][c:73]1[cH:74][cH:75][cH:76][cH:77][cH:78]1)=[O:79])[c:80]1[cH:81][cH:82][cH:83][cH:84][cH:85]1.[CH:86](=[CH:87][C:88]([CH:89]=[CH:90][c:91]1[cH:92][cH:93][cH:94][cH:95][cH:96]1)=[O:97])[c:98]1[cH:99][cH:100][cH:101][cH:102][cH:103]1.[I:25][c:26]1[cH:27][cH:28][c:29]([N:32]2[C:33](=[O:44])[O:34][CH:35]([CH2:37][n:38]3[n:39][n:40][c:41]([CH3:43])[cH:42]3)[CH2:36]2)[cH:30][cH:31]1.[Pd:67].[o:45]1[cH:46][cH:47][cH:48][c:49]1[P:50]([c:51]1[o:52][cH:53][cH:54][cH:55]1)[c:56]1[o:57][cH:58][cH:59][cH:60]1>>[C:1]([CH3:2])([CH3:3])([CH3:4])[Si:5]([O:6][CH2:7][CH:8]1[CH2:9][C:10]([c:13]2[cH:14][cH:15][c:16](-[c:26]3[cH:27][cH:28][c:29]([N:32]4[C:33](=[O:44])[O:34][CH:35]([CH2:37][n:38]5[n:39][n:40][c:41]([CH3:43])[cH:42]5)[CH2:36]4)[cH:30][cH:31]3)[cH:17][cH:18]2)=[N:11][O:12]1)([CH3:23])[CH3:24].